describe an organic reaction: reactants, conditions, products, and yield From a dataset of the Open Reaction Database (ORD), a public repository of structured organic reaction records. Reactants: ClCCl, O=C(O)C(F)(F)F, CC(C)(C)OC(=O)N1CC(Oc2ccc(CN3CCCC3)cc2)C1. Product: c1cc(OC2CNC2)ccc1CN1CCCC1. As a reaction SMILES: [Cl:32][CH2:33][Cl:34].[F:25][C:26]([F:27])([F:28])[C:29]([OH:30])=[O:31].[N:1]1([CH2:6][c:7]2[cH:8][cH:9][c:10]([O:11][CH:12]3[CH2:13][N:14]([C:16]([O:17][C:18]([CH3:19])([CH3:20])[CH3:21])=[O:22])[CH2:15]3)[cH:23][cH:24]2)[CH2:2][CH2:3][CH2:4][CH2:5]1>>[N:1]1([CH2:6][c:7]2[cH:8][cH:9][c:10]([O:11][CH:12]3[CH2:13][NH:14][CH2:15]3)[cH:23][cH:24]2)[CH2:2][CH2:3][CH2:4][CH2:5]1. Starting materials: C(C)[Mg]Br (ethylmagnesium bromide), C(C)(=O)O (acetic acid), II (iodine), C#CCCCCCCCC (1-decyne). The solvent is CCOCC (ether), CCOCC (ether), CCOCC (ether), CCOCC (ether). Run at temperature 15 celsius. Product: IC#CCCCCCCCC (1-Iododecyne). Isolated yield 90.0%. RXN SMILES: C([Mg]Br)C.[CH:5]#[C:6][CH2:7][CH2:8][CH2:9][CH2:10][CH2:11][CH2:12][CH2:13][CH3:14].[I:15]I.C(O)(=O)C>CCOCC>[I:15][C:5]#[C:6][CH2:7][CH2:8][CH2:9][CH2:10][CH2:11][CH2:12][CH2:13][CH3:14]. Procedure details: To a 500 ml 3-neck round bottom flask is transferred an ethylmagnesium bromide solution, 100 ml of 3.0M in dried ether, 0.30 mole, under an argon atmosphere. The contents are cooled to about 0° to 3° C. in a solution of 1-decyne, 25 grams, 0.1808 mole, and 50 ml of dried ether are added dropwise into the reaction mixture over a period of 1.5 hours. Thereafter the mixture is warmed to 35°-38° C. and maintained at that temperature for an additional hour. The mixture is then cooled to about 15° C. ...